From a dataset of the Open Reaction Database (ORD), a public repository of structured organic reaction records. describe an organic reaction: reactants, conditions, products, and yield Reaction conditions: temperature 60 celsius, time 8 hour. Procedure: To a solution of tert-butyl 4-formylpiperidine-1-carboxylate (11.2 g) in 2-propanol (230 mL) were added 4-(prop-2-yn-1-ylamino)-1,3-thiazol-2(5H)-one (16.3 g) and piperidinium acetate (3.90 g). The reaction mixture was stirred at 60° C. overnight, and the solvent was evaporated under reduced pressure. Ethyl acetate was added to the residue, the precipitate was removed, and the filtrate was concentrated. Water was added to the residue, and the mixture was extracted with ethyl acetate. The extract... The product is O=C1S\C(\C(=N1)NCC#C)=C/C1CCN(CC1)C(=O)OC(C)(C)C (tert-butyl 4-{(Z)-[2-oxo-4-(prop-2-yn-1-ylamino)-1,3-thiazol-5(2H)-ylidene]methyl}piperidine-1-carboxylate). Run in CC(C)O (2-propanol). Reactants: C(=O)C1CCN(CC1)C(=O)OC(C)(C)C (tert-butyl 4-formylpiperidine-1-carboxylate), C(C#C)NC1=NC(SC1)=O (4-(prop-2-yn-1-ylamino)-1,3-thiazol-2(5H)-one), C(C)(=O)[O-].[NH2+]1CCCCC1 (piperidinium acetate). The yield is 76.3%. As a reaction SMILES: [CH:1]([CH:3]1[CH2:8][CH2:7][N:6]([C:9]([O:11][C:12]([CH3:15])([CH3:14])[CH3:13])=[O:10])[CH2:5][CH2:4]1)=O.[CH2:16]([NH:19][C:20]1[CH2:24][S:23][C:22](=[O:25])[N:21]=1)[C:17]#[CH:18].C([O-])(=O)C.[NH2+]1CCCCC1>CC(O)C>[O:25]=[C:22]1[N:21]=[C:20]([NH:19][CH2:16][C:17]#[CH:18])/[C:24](=[CH:1]/[CH:3]2[CH2:8][CH2:7][N:6]([C:9]([O:11][C:12]([CH3:15])([CH3:14])[CH3:13])=[O:10])[CH2:5][CH2:4]2)/[S:23]1 |f:2.3|. Reactants: O=Cc1ccc(C(=O)O)cc1, CCO, CC(=O)c1ccccc1, Cl, [Na+], [OH-], O. Yields the product O=C(O)c1ccc(C=CC(=O)c2ccccc2)cc1. RXN SMILES: [C:12](=[O:13])([OH:14])[c:15]1[cH:16][cH:17][c:18]([CH:19]=[O:20])[cH:21][cH:22]1.[CH3:25][CH2:26][OH:27].[CH3:3][C:4](=[O:5])[c:6]1[cH:7][cH:8][cH:9][cH:10][cH:11]1.[ClH:23].[Na+:2].[OH-:1].[OH2:24]>>[CH:3]([C:4](=[O:5])[c:6]1[cH:7][cH:8][cH:9][cH:10][cH:11]1)=[CH:19][c:18]1[cH:17][cH:16][c:15]([C:12](=[O:13])[OH:14])[cH:22][cH:21]1. Starting materials: CC(C#C)O (3-butyn-2-ol), C1CCOC1 (THF), BrCC(=O)OC (methyl bromoacetate), C1CCOC1 (THF), [H-].[Na+] (sodium hydride), C1CCOC1 (THF). Conditions: temperature 0 celsius, time 1 hour. Product: COC(COC(C#C)(C)C)=O (Methyl[(1,1-dimethyl-2-propynyl)oxy]acetate). As a reaction SMILES: [H-].[Na+].[CH3:3][CH:4]([OH:7])[C:5]#[CH:6].Br[CH2:9][C:10]([O:12][CH3:13])=[O:11].[CH2:14]1COCC1>>[CH3:13][O:12][C:10](=[O:11])[CH2:9][O:7][C:4]([CH3:14])([CH3:3])[C:5]#[CH:6] |f:0.1|. Reported procedure: A mechanically stirred suspension of sodium hydride (60% dispersion in mineral oil, 10.0 g, 0.25 mol) in THF (170 mL) at 0° C. under N2 gas was treated with 2-methyl)-3-butyn-2-ol (29.1 mL, 0.30 mol) in THF (70 mL) dropwise. After stirring at 0° C. for 1 hour, the reaction mixture was treated with methyl bromoacetate (35.5 mL, 0.38 mol) in THF (100 mL). After stirring at ambient temperature overnight, the mixture was quenched into 1 M HCl (300 mL) and extracted with ethyl acetate (3×300 mL). The... Reactants: CN, CO, COC(=O)C(=NOCF)c1ccccc1OC1CCCCO1. Product: CNC(=O)C(=NOCF)c1ccccc1OC1CCCCO1. RXN SMILES: [CH3:1][NH2:2].[CH3:25][OH:26].[F:3][CH2:4][O:5][N:6]=[C:7]([C:8](=[O:9])[O:10][CH3:11])[c:12]1[c:13]([O:18][CH:19]2[O:20][CH2:21][CH2:22][CH2:23][CH2:24]2)[cH:14][cH:15][cH:16][cH:17]1>>[CH3:1][NH:2][C:8]([C:7](=[N:6][O:5][CH2:4][F:3])[c:12]1[c:13]([O:18][CH:19]2[O:20][CH2:21][CH2:22][CH2:23][CH2:24]2)[cH:14][cH:15][cH:16][cH:17]1)=[O:9]. Reactants: CCCS(=O)(=O)c1cccc(C#Cc2c(OC(C(=O)[O-])C(C)(C)C)ccc3ccccc23)c1, ClCCl, O=C(O)C(F)(F)F. Yields the product CCCS(=O)(=O)c1cccc(C#Cc2c(OCC(=O)O)ccc3ccccc23)c1. Reaction SMILES: [C:1]([CH3:2])([CH3:3])([CH3:4])[CH:5]([C:6](=[O:7])[O-:8])[O:9][c:10]1[c:11]([C:20]#[C:21][c:22]2[cH:23][c:24]([S:28](=[O:29])(=[O:30])[CH2:31][CH2:32][CH3:33])[cH:25][cH:26][cH:27]2)[c:12]2[cH:13][cH:14][cH:15][cH:16][c:17]2[cH:18][cH:19]1.[Cl:41][CH2:42][Cl:43].[OH:34][C:35]([C:36]([F:37])([F:38])[F:39])=[O:40]>>[CH2:5]([C:6](=[O:7])[OH:8])[O:9][c:10]1[c:11]([C:20]#[C:21][c:22]2[cH:23][c:24]([S:28](=[O:29])(=[O:30])[CH2:31][CH2:32][CH3:33])[cH:25][cH:26][cH:27]2)[c:12]2[cH:13][cH:14][cH:15][cH:16][c:17]2[cH:18][cH:19]1. Starting materials: S(O)(O)(=O)=O (sulfuric acid), C(C)OC(=O)C1=C2N(N=C1)C=CN2 (1H-Imidazo[1,2-b]pyrazole-7-carboxylic acid ethyl ester). Run in C(C)O (ethanol). Yields the product C(C)OC(=O)C=1C=NN(C1N)CC(OCC)OCC (5-Amino-1-(2,2-diethoxy-ethyl)-1H-pyrazole-4-carboxylic acid ethyl ester). As a reaction SMILES: [CH2:1]([O:3][C:4]([C:6]1[CH:10]=[N:9][N:8]2[CH:11]=[CH:12][NH:13][C:7]=12)=[O:5])[CH3:2].S(=O)(=O)(O)O>C(O)C>[CH2:1]([O:3][C:4]([C:6]1[CH:10]=[N:9][N:8]([CH2:11][CH:12]([O:5][CH2:4][CH3:6])[O:3][CH2:1][CH3:2])[C:7]=1[NH2:13])=[O:5])[CH3:2]. Reported procedure: Synthesis of 1H-Imidazo[1,2-b]pyrazole-7-carboxylic acid ethyl ester, K-8. To a solution of crude K-7 (2 g) in absolute ethanol (10 mL) was added aqueous 20% sulfuric acid solution (12 mL) and the resulting mixture was refluxed for 1 h. The cooled reaction mixture was concentrated to remove the solvent and the mixture was poured to ice and adjusted to pH 8 with sodium bicarbonate. The insoluble material was filtered off and filtrate was extracted with methylene chloride (2×60 mL). The combined o... Procedure details: The title compound, light yellow solid (46 mg, 35%), MS (ISP) m/z=390.2 [(M+H)+], mp 184° C., was prepared in accordance with the general method of example 1 from 1-(4-chloro-phenyl)-5-(4-nitro-phenyl)-1H-pyrazole (intermediate H) (100 mg, 353 μmol) and commercially available 2-(3-fluoro-phenyl)-acetonitrile. The product is ClC1=CC=C(C=C1)N1N=CC=C1C1=CC=2C(=NOC2C2=CC(=CC=C2)F)C=C1 (5-[2-(4-Chloro-phenyl)-2H-pyrazol-3-yl]-3-(3-fluoro-phenyl)-benzo[c]isoxazole). Reaction SMILES: [Cl:1][C:2]1[CH:7]=[CH:6][C:5]([N:8]2[C:12]([C:13]3[CH:18]=[CH:17][C:16]([N+:19]([O-:21])=O)=[CH:15][CH:14]=3)=[CH:11][CH:10]=[N:9]2)=[CH:4][CH:3]=1.[F:22][C:23]1[CH:24]=[C:25]([CH2:29]C#N)[CH:26]=[CH:27][CH:28]=1>>[Cl:1][C:2]1[CH:7]=[CH:6][C:5]([N:8]2[C:12]([C:13]3[CH:14]=[CH:15][C:16]4=[N:19][O:21][C:29]([C:25]5[CH:26]=[CH:27][CH:28]=[C:23]([F:22])[CH:24]=5)=[C:17]4[CH:18]=3)=[CH:11][CH:10]=[N:9]2)=[CH:4][CH:3]=1. Reactants: solid, ClC1=CC=C(C=C1)N1N=CC=C1C1=CC=C(C=C1)[N+](=O)[O-] (1-(4-chloro-phenyl)-5-(4-nitro-phenyl)-1H-pyrazole), ClC1=CC=C(C=C1)N1N=CC=C1C1=CC=C(C=C1)[N+](=O)[O-] (1-(4-chloro-phenyl)-5-(4-nitro-phenyl)-1H-pyrazole), FC=1C=C(C=CC1)CC#N (2-(3-fluoro-phenyl)-acetonitrile). Solvent: C1CCOC1 (THF). Conditions: time 2 hour. As a reaction SMILES: IC.[Cl:3][C:4]1[CH:13]=[CH:12][C:7]2[NH:8][C:9](=S)[O:10][C:6]=2[CH:5]=1.[C:14]([O-])([O-])=O.[K+].[K+].ClC1C=CC=C(C(OO)=O)C=1.[S:31]([O-:35])([O-])(=O)=S.[Na+].[Na+]>C1COCC1>[Cl:3][C:4]1[CH:13]=[CH:12][C:7]2[N:8]=[C:9]([S:31]([CH3:14])=[O:35])[O:10][C:6]=2[CH:5]=1 |f:2.3.4,6.7.8|. Product: ClC1=CC2=C(N=C(O2)S(=O)C)C=C1 (6-chloro-2-(methylsulfinyl)benzo[d]oxazole). The reactants are ClC1=CC(=CC=C1)C(=O)OO (meta-chloroperbenzoic acid), IC (Iodomethane), ClC1=CC2=C(NC(O2)=S)C=C1 (6-chlorobenzo[d]oxazole-2(3H)-thione), C(=O)([O-])[O-].[K+].[K+] (K2CO3), S(=S)(=O)([O-])[O-].[Na+].[Na+] (sodium thiosulfate). Reported procedure: Iodomethane (1.35 mL, 21.6 mmol) was added to a mixture of 6-chlorobenzo[d]oxazole-2(3H)-thione (2.00 g, 10.8 mmol) and K2CO3 (2.99 g, 21.6 mmol) in THF (43 mL). After 2 h, the reaction mixture was filtered and concentrated under reduced pressure. The crude material was dissolved in CH2Cl2 (40 mL) and meta-chloroperbenzoic acid (50-55%, 3.73 g, 10.8 mmol) was added at 0° C. The reaction was allowed to warm to rt. After stirring overnight, the reaction mixture was diluted with sodium thiosulfate ... Solvent: O1CCCC1 (tetrahydrofuran), O1CCCC1 (tetrahydrofuran). The reactants are FC1=CC=C(C=C1)C1(CCC1)C1N(CCC2=CC=C(C=C12)OCCNS(=O)(=O)CCC)N=O (N-[2-({1-[1-(4-fluorophenyl)cyclobutyl]-2-nitroso-1,2,3,4-tetrahydroisoquinolin-7-yl}oxy)ethyl]propane-1-sulfonamide), [H-].[Al+3].[Li+].[H-].[H-].[H-] (lithiumaluminium hydride). Procedure details: A reaction vessel was charged with lithiumaluminium hydride (23.5 mg, 0.618 mmol) and dry tetrahydrofuran (1 mL). N-[2-({1-[1-(4-fluorophenyl)cyclobutyl]-2-nitroso-1,2,3,4-tetrahydroisoquinolin-7-yl}oxy)ethyl]propane-1-sulfonamide (49 mg, 0.103 mmol, cf. example 75) was added dropwise as a solution in dry tetrahydrofuran (1 mL) at 0° C. After the addition was completed the reaction mixture was stirred at room temperature for 1 h and then at 40-50° C. for 1 h. After cooling to room temperature th... The product is NN1C(C2=CC(=CC=C2CC1)OCCNS(=O)(=O)CCC)C1(CCC1)C1=CC=C(C=C1)F (N-[2-({2-Amino-1-[1-(4-fluorophenyl)cyclobutyl]-1,2,3,4-tetrahydroisoquinolin-7-yl}oxy)ethyl]propane-1-sulfonamide). RXN SMILES: [H-].[Al+3].[Li+].[H-].[H-].[H-].[F:7][C:8]1[CH:13]=[CH:12][C:11]([C:14]2([CH:18]3[C:27]4[C:22](=[CH:23][CH:24]=[C:25]([O:28][CH2:29][CH2:30][NH:31][S:32]([CH2:35][CH2:36][CH3:37])(=[O:34])=[O:33])[CH:26]=4)[CH2:21][CH2:20][N:19]3[N:38]=O)[CH2:17][CH2:16][CH2:15]2)=[CH:10][CH:9]=1>O1CCCC1>[NH2:38][N:19]1[CH2:20][CH2:21][C:22]2[C:27](=[CH:26][C:25]([O:28][CH2:29][CH2:30][NH:31][S:32]([CH2:35][CH2:36][CH3:37])(=[O:34])=[O:33])=[CH:24][CH:23]=2)[CH:18]1[C:14]1([C:11]2[CH:10]=[CH:9][C:8]([F:7])=[CH:13][CH:12]=2)[CH2:15][CH2:16][CH2:17]1 |f:0.1.2.3.4.5|. Conditions: time 1 hour. Starting materials: CC(=O)O, COc1cc(SC)c([N+](=O)[O-])cc1C(=O)O, OO. Product: COc1cc(S(C)=O)c([N+](=O)[O-])cc1C(=O)O. As a reaction SMILES: [CH3:19][C:20](=[O:21])[OH:22].[CH3:1][O:2][c:3]1[c:4]([C:5](=[O:6])[OH:7])[cH:8][c:9]([N+:14](=[O:15])[O-:16])[c:10]([S:12][CH3:13])[cH:11]1.[OH:17][OH:18]>>[CH3:1][O:2][c:3]1[c:4]([C:5](=[O:6])[OH:7])[cH:8][c:9]([N+:14](=[O:15])[O-:16])[c:10]([S:12]([CH3:13])=[O:17])[cH:11]1.